This data is from the Open Reaction Database (ORD), a public repository of structured organic reaction records. The task is: describe an organic reaction: reactants, conditions, products, and yield Starting materials: NCCO, CN(C)C=O, O=C(Cc1cc(=O)oc2cc(OC3OC(CO)C(O)C(O)C3O)ccc12)NCCO. The product is O=C(Cc1cc(=O)oc2cc(O)ccc12)NCCO. Reaction SMILES: [NH2:31][CH2:32][CH2:33][OH:34].[O:35]=[CH:36][N:37]([CH3:38])[CH3:39].[OH:1][CH2:2][CH2:3][NH:4][C:5]([CH2:6][c:7]1[cH:8][c:9](=[O:29])[o:10][c:11]2[cH:12][c:13]([O:17][CH:18]3[O:19][CH:20]([CH2:21][OH:22])[CH:23]([OH:24])[CH:25]([OH:26])[CH:27]3[OH:28])[cH:14][cH:15][c:16]12)=[O:30]>>[OH:1][CH2:2][CH2:3][NH:4][C:5]([CH2:6][c:7]1[cH:8][c:9](=[O:29])[o:10][c:11]2[cH:12][c:13]([OH:17])[cH:14][cH:15][c:16]12)=[O:30]. The product is CCCCN(C)CCc1ccc(Nc2ncc3c(n2)-c2ccccc2C(c2ccc(Cl)c(Cl)c2)C3)cc1. RXN SMILES: [CH3:1][S:2]([O:3][CH2:6][CH2:7][c:8]1[cH:9][cH:10][c:11]([NH:14][c:15]2[n:16][c:17]3[c:22]([cH:23][n:24]2)[CH2:21][CH:20]([c:25]2[cH:26][c:27]([Cl:32])[c:28]([Cl:31])[cH:29][cH:30]2)[c:19]2[c:18]-3[cH:36][cH:35][cH:34][cH:33]2)[cH:12][cH:13]1)(=[O:4])=[O:5].[CH3:37][CH2:38][CH2:39][CH2:40][NH:41][CH3:42]>>[CH2:6]([CH2:7][c:8]1[cH:9][cH:10][c:11]([NH:14][c:15]2[n:16][c:17]3[c:22]([cH:23][n:24]2)[CH2:21][CH:20]([c:25]2[cH:26][c:27]([Cl:32])[c:28]([Cl:31])[cH:29][cH:30]2)[c:19]2[c:18]-3[cH:36][cH:35][cH:34][cH:33]2)[cH:12][cH:13]1)[N:41]([CH2:40][CH2:39][CH2:38][CH3:37])[CH3:42]. The reactants are CS(=O)(=O)OCCc1ccc(Nc2ncc3c(n2)-c2ccccc2C(c2ccc(Cl)c(Cl)c2)C3)cc1, CCCCNC. Reactants: COC([C@@H](NC(C1=C(C=C(C=C1)C=O)C1=C(C=CC=C1)C)=O)CCSC)=O (N-[4-formyl-2-(2-methylphenyl)benzoyl]methionine methyl ester), NCCN1CCOCC1 (4-(2-aminoethyl)morpholine). The product is COC([C@@H](NC(C1=C(C=C(C=C1)CNCCN1CCOCC1)C1=C(C=CC=C1)C)=O)CCSC)=O (N-[4-(N-(2-Morpholin-4-ylethyl)aminomethyl)-2-(2-methylphenyl)benzoyl ]methionine methyl ester). As a reaction SMILES: [CH3:1][O:2][C:3](=[O:27])[C@H:4]([CH2:23][CH2:24][S:25][CH3:26])[NH:5][C:6](=[O:22])[C:7]1[CH:12]=[CH:11][C:10]([CH:13]=O)=[CH:9][C:8]=1[C:15]1[CH:20]=[CH:19][CH:18]=[CH:17][C:16]=1[CH3:21].[NH2:28][CH2:29][CH2:30][N:31]1[CH2:36][CH2:35][O:34][CH2:33][CH2:32]1>>[CH3:1][O:2][C:3](=[O:27])[C@H:4]([CH2:23][CH2:24][S:25][CH3:26])[NH:5][C:6](=[O:22])[C:7]1[CH:12]=[CH:11][C:10]([CH2:13][NH:28][CH2:29][CH2:30][N:31]2[CH2:36][CH2:35][O:34][CH2:33][CH2:32]2)=[CH:9][C:8]=1[C:15]1[CH:20]=[CH:19][CH:18]=[CH:17][C:16]=1[CH3:21]. Procedure: The desired compound was prepared using the method described in Example 403H starting with N-[4-formyl-2-(2-methylphenyl)benzoyl]methionine methyl ester, prepared as in Example 403G, and 4-(2-aminoethyl)morpholine. m/e (ESI) 500 (MH+) Reactants: C(=O)([O-])[O-].[K+].[K+] (K2CO3), ClC1=NC=C(C=C1)CCl (2-chloro-5-chloromethylpyridine), C1COCCOCCOCCOCCOCCO1 (18-crown-6), C(C)OC(=O)C1=C(N(C2=CC=C(C=C12)O)C1=CC=C(C=C1)OC(F)(F)F)CC(=O)OCC (2-Ethoxycarbonylmethyl-5-hydroxy-1-(4-trifluoromethoxyphenyl)indole-3-carboxylic acid ethyl ester). Run in CN(C)C=O (DMF), CCOC(=O)C (EtOAc). Run at temperature 70 celsius, time 48 hour. Product: C(C)OC(=O)C1=C(N(C2=CC=C(C=C12)OC1=NC=C(C=C1)CCl)C1=CC=C(C=C1)OC(F)(F)F)CC(=O)OCC (5-(5-Chloromethylpyridin-2-yloxy)-2-ethoxycarbonylmethyl-1-(4-trifluoromethoxyphenyl)indole-3-carboxylic acid ethyl ester). RXN SMILES: C([O-])([O-])=O.[K+].[K+].Cl[C:8]1[CH:13]=[CH:12][C:11]([CH2:14][Cl:15])=[CH:10][N:9]=1.C1OCCOCCOCCOCCOCCOC1.[CH2:34]([O:36][C:37]([C:39]1[C:47]2[C:42](=[CH:43][CH:44]=[C:45]([OH:48])[CH:46]=2)[N:41]([C:49]2[CH:54]=[CH:53][C:52]([O:55][C:56]([F:59])([F:58])[F:57])=[CH:51][CH:50]=2)[C:40]=1[CH2:60][C:61]([O:63][CH2:64][CH3:65])=[O:62])=[O:38])[CH3:35]>CCOC(C)=O.CN(C=O)C>[CH2:34]([O:36][C:37]([C:39]1[C:47]2[C:42](=[CH:43][CH:44]=[C:45]([O:48][C:8]3[CH:13]=[CH:12][C:11]([CH2:14][Cl:15])=[CH:10][N:9]=3)[CH:46]=2)[N:41]([C:49]2[CH:50]=[CH:51][C:52]([O:55][C:56]([F:59])([F:57])[F:58])=[CH:53][CH:54]=2)[C:40]=1[CH2:60][C:61]([O:63][CH2:64][CH3:65])=[O:62])=[O:38])[CH3:35] |f:0.1.2|. Reported procedure: K2CO3 (138 mg, 1.0 mmol), 2-chloro-5-chloromethylpyridine (32 mg, 0.2 mmol) and 18-crown-6 (5 mg) were added to a mixture of 2-ethoxycarbonylmethyl-5-hydroxy-1-(4-trifluoromethoxyphenyl)indole-3-carboxylic acid ethyl ester (90 mg, 0.2 mmol, see step (b) Example 9) and DMF (5 mL). The mixture was stirred for 48 h at 70° C., cooled, diluted with EtOAc, filtered through Celite®, concentrated and purified by chromatography. Yield 60 mg (520%). Reactants: NC1=NC(=NC=2CCC(CC12)C1=C(C=CC=C1)Cl)SC (4-amino-2-methylthio-6-(2-chlorophenyl)-5,6,7,8-tetrahydroquinazoline), ClC=1C=C(C(=O)OO)C=CC1 (3-chloroperoxybenzoic acid). Solvent: C(Cl)(Cl)Cl (chloroform), C(Cl)(Cl)Cl (chloroform). Run at temperature -10 celsius, time 18 hour. The product is NC1=NC(=NC=2CCC(CC12)C1=C(C=CC=C1)Cl)S(=O)C (4-amino-2-methylsulfinyl-6-(2-chlorophenyl)-5,6,7,8-tetrahydroquinazoline). Reaction SMILES: [NH2:1][C:2]1[C:11]2[CH2:10][CH:9]([C:12]3[CH:17]=[CH:16][CH:15]=[CH:14][C:13]=3[Cl:18])[CH2:8][CH2:7][C:6]=2[N:5]=[C:4]([S:19][CH3:20])[N:3]=1.ClC1C=C(C=CC=1)C(OO)=[O:26]>C(Cl)(Cl)Cl>[NH2:1][C:2]1[C:11]2[CH2:10][CH:9]([C:12]3[CH:17]=[CH:16][CH:15]=[CH:14][C:13]=3[Cl:18])[CH2:8][CH2:7][C:6]=2[N:5]=[C:4]([S:19]([CH3:20])=[O:26])[N:3]=1. Procedure: A stirred solution of 1.5 grams (0.005 mole) of 4-amino-2-methylthio-6-(2-chlorophenyl)-5,6,7,8-tetrahydroquinazoline (prepared as in Example 16) in 20 mL of chloroform is cooled to -10° C., and a solution of 1.7 grams (0.005 mole) of 50-60% 3-chloroperoxybenzoic acid in 30 mL of chloroform is added dropwise at a rate to maintain the reaction mixture temperature at -10° C. Upon completion of addition, the reaction mixture is maintained at -10° C. for one hour. After this time the reaction mixtur... Starting materials: OBO, O=C([O-])[O-], C1COCCO1, COc1cc(OS(=O)(=O)C(F)(F)F)c([N+](=O)[O-])cc1C(F)(F)F, CCOC(C)=O, COc1ccc(C(C)C)cc1, [Cs+], [Cs+]. The product is COc1ccc(C(C)C)cc1-c1cc(OC)c(C(F)(F)F)cc1[N+](=O)[O-]. As a reaction SMILES: [BH:24]([OH:25])[OH:26].[C:38](=[O:39])([O-:40])[O-:41].[CH2:50]1[O:51][CH2:52][CH2:53][O:54][CH2:55]1.[CH3:1][O:2][c:3]1[c:4]([C:20]([F:21])([F:22])[F:23])[cH:5][c:6]([N+:17](=[O:18])[O-:19])[c:7]([O:9][S:10]([C:11]([F:12])([F:13])[F:14])(=[O:15])=[O:16])[cH:8]1.[CH3:44][CH2:45][O:46][C:47](=[O:48])[CH3:49].[CH:27]([CH3:28])([CH3:29])[c:30]1[cH:31][cH:32][c:33]([O:36][CH3:37])[cH:34][cH:35]1.[Cs+:42].[Cs+:43]>>[CH3:1][O:2][c:3]1[c:4]([C:20]([F:21])([F:22])[F:23])[cH:5][c:6]([N+:17](=[O:18])[O-:19])[c:7](-[c:34]2[c:33]([O:36][CH3:37])[cH:32][cH:31][c:30]([CH:27]([CH3:28])[CH3:29])[cH:35]2)[cH:8]1.